Dataset: the Open Reaction Database (ORD), a public repository of structured organic reaction records. Task: describe an organic reaction: reactants, conditions, products, and yield Solvent: CC(=O)C (acetone), CCOCC (ether). As a reaction SMILES: Br[CH2:2][C:3]([O:5][CH3:6])=[O:4].[Cl:7][C:8]1[CH:25]=[CH:24][C:11]([O:12][CH2:13][CH2:14][NH:15][CH2:16][CH2:17][CH2:18][N:19]2[CH:23]=[CH:22][N:21]=[CH:20]2)=[CH:10][CH:9]=1.C(=O)([O-])[O-].[K+].[K+]>CC(C)=O.CCOCC>[Cl:7][C:8]1[CH:9]=[CH:10][C:11]([O:12][CH2:13][CH2:14][N:15]([CH2:16][CH2:17][CH2:18][N:19]2[CH:23]=[CH:22][N:21]=[CH:20]2)[CH2:2][C:3]([O:5][CH3:6])=[O:4])=[CH:24][CH:25]=1 |f:2.3.4|. Product: ClC1=CC=C(OCCN(CC(=O)OC)CCCN2C=NC=C2)C=C1 (methyl N-[2-(4-chlorophenoxy)ethyl)-N-[3-(imidazol-1-yl)propyl]glycinate). Reported procedure: Methyl bromoacetate (2.1 g) was added to a stirred mixture of N- [2-(4-chlorophenoxy)ethyl]-3-(imidazol-1-yl)propylamine (3.87 g) and anhydrous potassium carbonate (5.73 g) in dry acetone (180 ml). The mixture was stirred and boiled under reflux for 7 hours, then left to stand at ambient temperature for 18 hours then hot filtered. The filtrate was evaporated to dryness and the residue was purified by chromatography on silica using ethyl acetate/triethylamine, 9 to 1 as the mobile phase. The prod... Run at time 18 hour. The reactants are BrCC(=O)OC (Methyl bromoacetate), ClC1=CC=C(OCCNCCCN2C=NC=C2)C=C1 (N- [2-(4-chlorophenoxy)ethyl]-3-(imidazol-1-yl)propylamine), C([O-])([O-])=O.[K+].[K+] (potassium carbonate). Starting materials: C1(=CC=CC=C1)SCCN1C(=C(C=C1C)C(C1=CC=CC=C1)=O)C (2-(3-benzoyl-2,5-dimethylpyrrol-1-yl)ethyl phenyl sulfide), ClC1=CC(=CC=C1)C(=O)OO (m-chloroperbenzoic acid). Run in C(Cl)Cl (methylene chloride). Conditions: time 16 hour. The product is C1(=CC=CC=C1)S(=O)CCN1C(=C(C=C1C)C(C1=CC=CC=C1)=O)C (2-(3-benzoyl-2,5-dimethylpyrrol-1-yl)ethyl phenyl sulfoxide). Yield: 93.0%. Reaction SMILES: [C:1]1([S:7][CH2:8][CH2:9][N:10]2[C:14]([CH3:15])=[CH:13][C:12]([C:16](=[O:23])[C:17]3[CH:22]=[CH:21][CH:20]=[CH:19][CH:18]=3)=[C:11]2[CH3:24])[CH:6]=[CH:5][CH:4]=[CH:3][CH:2]=1.ClC1C=CC=C(C(OO)=[O:33])C=1>C(Cl)Cl>[C:1]1([S:7]([CH2:8][CH2:9][N:10]2[C:14]([CH3:15])=[CH:13][C:12]([C:16](=[O:23])[C:17]3[CH:22]=[CH:21][CH:20]=[CH:19][CH:18]=3)=[C:11]2[CH3:24])=[O:33])[CH:6]=[CH:5][CH:4]=[CH:3][CH:2]=1. Procedure details: In 15 ml of methylene chloride was dissolved 589 mg (1.76 mmoles) of 2-(3-benzoyl-2,5-dimethylpyrrol-1-yl)ethyl phenyl sulfide, and 350 mg (1.72 mmoles) of m-chloroperbenzoic acid (85% purity) was added. The mixture was stirred at room temperature for 16 hours. The organic layer was washed with a 1.0 N aqueous solution of sodium hydroxide, and then water, dried, and concentrated, and chromatographed on a column of silic gel using benzene/ethyl acetate as an eluent to afford compound (410)(562 mg... Yields the product CC(O)CC(=O)OC1(C)CCC(C(C)C)CC1. The reactants are CC(=O)CC(=O)OC1(C)CCC(C(C)C)CC1, CO. As a reaction SMILES: [C:1]([CH2:2][C:3](=[O:4])[CH3:5])(=[O:6])[O:7][C:8]1([CH3:17])[CH2:9][CH2:10][CH:11]([CH:14]([CH3:15])[CH3:16])[CH2:12][CH2:13]1.[CH3:18][OH:19]>>[C:1]([CH2:2][CH:3]([OH:4])[CH3:5])(=[O:6])[O:7][C:8]1([CH3:17])[CH2:9][CH2:10][CH:11]([CH:14]([CH3:15])[CH3:16])[CH2:12][CH2:13]1. The reactants are CC(C)(C)OC(=O)Nn1cccc1, [H-], CCCCI, [Na+]. Product: CCCCN(C(=O)OC(C)(C)C)n1cccc1. Reaction SMILES: [C:1]([CH3:2])([CH3:3])([CH3:4])[O:5][C:6]([NH:7][n:8]1[cH:9][cH:10][cH:11][cH:12]1)=[O:13].[H-:19].[I:14][CH2:15][CH2:16][CH2:17][CH3:18].[Na+:20]>>[C:1]([CH3:2])([CH3:3])([CH3:4])[O:5][C:6]([N:7]([n:8]1[cH:9][cH:10][cH:11][cH:12]1)[CH2:15][CH2:16][CH2:17][CH3:18])=[O:13]. Reactants: [Si](C)(C)(C(C)(C)C)OCCN1N=C(C=C1)N (1-(2-(tert-butyldimethylsilyloxy)ethyl)-1H-pyrazol-3-amine), FC(C(=O)O)(F)F.ClC1=CC=C2C(=C1)NC(C21C(NC(C1C1=C(C(=CC=C1)Cl)F)C(=O)O)CC(C)(C)C)=O (rac-(2′S,3′R,4′S,5′R)-6-chloro-4′-(3-chloro-2-fluoro-phenyl)-2′-(2,2-dimethyl-propyl)-2-oxo-1,2-dihydro-spiro[indole-3,3′-pyrrolidine]-5′-carboxylic acid trifluoroacetic acid), C(C)(C)N(CC)C(C)C (diisopropylethylamine), C1(=CC=CC=C1)P(=O)(C1=CC=CC=C1)Cl (diphenylphosphinic chloride). Yields the product C(C)(C)(C)[Si](OCCN1N=C(C=C1)NC(=O)C1C(C2(C(N1)CC(C)(C)C)C(NC1=CC(=CC=C12)Cl)=O)C1=C(C(=CC=C1)Cl)F)(C)C (rac-(2′S,3′R,4′S,5′R)-6-chloro-4′-(3-chloro-2-fluoro-phenyl)-2′-(2,2-dimethyl-propyl)-2-oxo-1,2-dihydro-spiro[indole-3,3′-pyrrolidine]-5′-carboxylic acid {1-[2-(tert-butyl-dimethyl-silanyloxy)-ethyl]-1H-pyrazol-3-yl}-amide), foam. The yield is 33.0%. Reaction SMILES: FC(F)(F)C(O)=O.[Cl:8][C:9]1[CH:14]=[C:13]2[NH:15][C:16](=[O:38])[C:17]3([CH:21]([C:22]4[CH:27]=[CH:26][CH:25]=[C:24]([Cl:28])[C:23]=4[F:29])[CH:20]([C:30]([OH:32])=O)[NH:19][CH:18]3[CH2:33][C:34]([CH3:37])([CH3:36])[CH3:35])[C:12]2=[CH:11][CH:10]=1.C(N(C(C)C)CC)(C)C.C1(P(Cl)(C2C=CC=CC=2)=O)C=CC=CC=1.[Si:63]([O:70][CH2:71][CH2:72][N:73]1[CH:77]=[CH:76][C:75]([NH2:78])=[N:74]1)([C:66]([CH3:69])([CH3:68])[CH3:67])([CH3:65])[CH3:64]>>[C:66]([Si:63]([CH3:65])([CH3:64])[O:70][CH2:71][CH2:72][N:73]1[CH:77]=[CH:76][C:75]([NH:78][C:30]([CH:20]2[NH:19][CH:18]([CH2:33][C:34]([CH3:37])([CH3:36])[CH3:35])[C:17]3([C:12]4[C:11](=[CH:10][C:9]([Cl:8])=[CH:14][CH:13]=4)[NH:15][C:16]3=[O:38])[CH:21]2[C:22]2[CH:27]=[CH:26][CH:25]=[C:24]([Cl:28])[C:23]=2[F:29])=[O:32])=[N:74]1)([CH3:69])([CH3:68])[CH3:67] |f:0.1|. Reported procedure: In a manner similar to the method described in Example 5, rac-(2′S,3′R,4′S,5′R)-6-chloro-4′-(3-chloro-2-fluoro-phenyl)-2′-(2,2-dimethyl-propyl)-2-oxo-1,2-dihydro-spiro[indole-3,3′-pyrrolidine]-5′-carboxylic acid trifluoroacetic acid prepared in Example 4 (0.25 g, 0.44 mmol), was reacted with diisopropylethylamine (0.23 g, 1.8 mmol), diphenylphosphinic chloride (0.32 g, 1.3 mmol), then reacted with 1-(2-(tert-butyldimethylsilyloxy)ethyl)-1H-pyrazol-3-amine (WO2009127544) (0.16 g, 0.67 mmol) to gi... The reactants are OCCN(C(CCCCCCCCCCC)=O)CCO (N,N-bis(2-hydroxyethyl)lauramide), CC(C(=O)Cl)(C)C (trimethylacetyl chloride). Product: CC(C(=O)OCCN(C(CCCCCCCCCCC)=O)CCOC(C(C)(C)C)=O)(C)C (N,N-bis(2-trimethylacetoxyethyl)lauramide). Reaction SMILES: [OH:1][CH2:2][CH2:3][N:4]([CH2:18][CH2:19][OH:20])[C:5](=[O:17])[CH2:6][CH2:7][CH2:8][CH2:9][CH2:10][CH2:11][CH2:12][CH2:13][CH2:14][CH2:15][CH3:16].[CH3:21][C:22]([CH3:27])([CH3:26])[C:23](Cl)=[O:24]>>[CH3:21][C:22]([CH3:27])([CH3:26])[C:23]([O:1][CH2:2][CH2:3][N:4]([CH2:18][CH2:19][O:20][C:23](=[O:24])[C:22]([CH3:27])([CH3:26])[CH3:21])[C:5](=[O:17])[CH2:6][CH2:7][CH2:8][CH2:9][CH2:10][CH2:11][CH2:12][CH2:13][CH2:14][CH2:15][CH3:16])=[O:24]. Procedure: N,N-bis(2-trimethylacetoxyethyl)lauramide was prepared by the procedure of example 1 from 29 gms. (0.1 mole) of N,N-bis(2-hydroxyethyl)lauramide and 24 gms. (0.2 mole) of trimethylacetyl chloride. The structure of the final product was characterized on the basis of IR and NMR spectral analyses as described in example 1. The reactants are N#Cc1ccc(C=O)cc1, C1CCOC1, CC(C)[N-]C(C)C, [Li]CCCC, CC(C)NC(C)C, O=C1C2CCCN2C(=O)N1c1cc(Cl)cc(Cl)c1, Cl, [Li+]. Product: N#Cc1ccc(C(O)C23CCCN2C(=O)N(c2cc(Cl)cc(Cl)c2)C3=O)cc1. Reaction SMILES: [C:39](#[N:40])[c:41]1[cH:42][cH:43][c:44]([CH:45]=[O:46])[cH:47][cH:48]1.[CH2:50]1[O:51][CH2:52][CH2:53][CH2:54]1.[CH3:20][CH:21]([N-:22][CH:23]([CH3:24])[CH3:25])[CH3:26].[CH3:27][CH2:28][CH2:29][CH2:30][Li:31].[CH:32]([NH:33][CH:34]([CH3:35])[CH3:36])([CH3:37])[CH3:38].[Cl:1][c:2]1[cH:3][c:4]([N:9]2[C:10](=[O:18])[N:11]3[CH2:12][CH2:13][CH2:14][CH:15]3[C:16]2=[O:17])[cH:5][c:6]([Cl:8])[cH:7]1.[ClH:49].[Li+:19]>>[Cl:1][c:2]1[cH:3][c:4]([N:9]2[C:10](=[O:18])[N:11]3[CH2:12][CH2:13][CH2:14][C:15]3([CH:45]([c:44]3[cH:43][cH:42][c:41]([C:39]#[N:40])[cH:48][cH:47]3)[OH:46])[C:16]2=[O:17])[cH:5][c:6]([Cl:8])[cH:7]1.